This data is from the Open Reaction Database (ORD), a public repository of structured organic reaction records. The task is: describe an organic reaction: reactants, conditions, products, and yield Starting materials: O=C([O-])[O-], O=C(CCCCCCCBr)NOCc1ccccc1, c1ccc2c3c([nH]c2c1)CNCC3, CCOC(C)=O, [K+], [K+], CN(C)C=O. Product: O=C(CCCCCCCN1CCc2c([nH]c3ccccc23)C1)NOCc1ccccc1. RXN SMILES: [C:33](=[O:34])([O-:35])[O-:36].[CH2:1]([c:2]1[cH:3][cH:4][cH:5][cH:6][cH:7]1)[O:8][NH:9][C:10]([CH2:11][CH2:12][CH2:13][CH2:14][CH2:15][CH2:16][CH2:17][Br:18])=[O:19].[CH2:20]1[NH:21][CH2:22][CH2:23][c:24]2[c:25]1[nH:26][c:27]1[cH:28][cH:29][cH:30][cH:31][c:32]21.[CH3:39][CH2:40][O:41][C:42](=[O:43])[CH3:44].[K+:37].[K+:38].[O:45]=[CH:46][N:47]([CH3:48])[CH3:49]>>[CH2:1]([c:2]1[cH:3][cH:4][cH:5][cH:6][cH:7]1)[O:8][NH:9][C:10]([CH2:11][CH2:12][CH2:13][CH2:14][CH2:15][CH2:16][CH2:17][N:21]1[CH2:20][c:25]2[c:24]([c:32]3[c:27]([nH:26]2)[cH:28][cH:29][cH:30][cH:31]3)[CH2:23][CH2:22]1)=[O:19]. The reactants are Cl.OC=1C=CC2=C(O[C@H](CO2)CNCCCOC2=CC3=C(C=CC(O3)=O)C=C2)C1 ((S)-7-[3-[[(2,3-Dihydro-7-hydroxy-1,4-benzodioxin-2-yl)methyl]amino]propoxy]-2H-1-benzopyran-2-one hydrochloride), C(C)(C)N(CC)C(C)C (diisopropylethylamine), ICC (iodoethane). The solvent is CN(C)C=O (DMF). Reaction conditions: temperature 60 celsius. Yields the product OC=1C=CC2=C(O[C@H](CO2)CN(CCCOC2=CC3=C(C=CC(O3)=O)C=C2)CC)C1 ((S)-7-[3-[[(2,3-Dihydro-7-hydroxy-1,4-benzodioxin-2-yl)methyl]ethylamino]propoxy]-2H-1-benzopyran-2-one). RXN SMILES: Cl.[OH:2][C:3]1[CH:4]=[CH:5][C:6]2[O:11][CH2:10][C@H:9]([CH2:12][NH:13][CH2:14][CH2:15][CH2:16][O:17][C:18]3[CH:28]=[CH:27][C:21]4[CH:22]=[CH:23][C:24](=[O:26])[O:25][C:20]=4[CH:19]=3)[O:8][C:7]=2[CH:29]=1.[CH:30](N(C(C)C)CC)(C)[CH3:31].ICC>CN(C=O)C>[OH:2][C:3]1[CH:4]=[CH:5][C:6]2[O:11][CH2:10][C@H:9]([CH2:12][N:13]([CH2:30][CH3:31])[CH2:14][CH2:15][CH2:16][O:17][C:18]3[CH:28]=[CH:27][C:21]4[CH:22]=[CH:23][C:24](=[O:26])[O:25][C:20]=4[CH:19]=3)[O:8][C:7]=2[CH:29]=1 |f:0.1|. Procedure details: (S)-7-[3-[[(2,3-Dihydro-7-hydroxy-1,4-benzodioxin-2-yl)methyl]amino]propoxy]-2H-1-benzopyran-2-one hydrochloride (0.89 g, 2.13 mmole), diisopropylethylamine (0.80 ml, 4.59 mmole) and iodoethane (0.24 ml, 3.0 mmole) were combined in DMF and heated at 60° C. for 15 hours under a nitrogen atmosphere. The solvent was then removed in vacuum and replaced with 75 ml ofdichloromethane. The mixture was washed with an equal volume of saturated aqueous sodium bicarbonate, dried over magnesium sulfate, filt... Product: CC1=NOC(=C1)C=1C=C(C=CC1)C1=NC2=C(NC(C1)=O)C=C(C(=C2)N2CCSCC2)C(F)(F)F (4-[3-(3-Methyl-isoxazol-5-yl)-phenyl]-7-thiomorpholin-4-yl-8-trifluoromethyl-1,3-dihydro-benzo[b][1,4]diazepin-2-one), solid. Run in C(Cl)Cl (CH2Cl2). Starting materials: C(C)(C)(C)OC(NC1=C(C=C(C(=C1)N1CCSCC1)C(F)(F)F)NC(CC(=O)C1=CC(=CC=C1)C1=CC(=NO1)C)=O)=O ((2-{3-[3-(3-methyl-isoxazol-5-yl)-phenyl]-3-oxo-propionylamino}-5-thiomorpholin-4-yl-4-trifluoromethyl-phenyl)-carbamic acid tert.-butyl ester), C(=O)(C(F)(F)F)O (TFA). Reported procedure: The title compound was prepared from (2-{3-[3-(3-methyl-isoxazol-5-yl)-phenyl]-3-oxo-propionylamino}-5-thiomorpholin-4-yl-4-trifluoromethyl-phenyl)-carbamic acid tert.-butyl ester (Example M25) (310 mg, 0.5 mmol) by treatment with TFA in CH2Cl2 according to the general procedure N. Obtained as a yellow solid (80 mg). RXN SMILES: C(OC(=O)[NH:7][C:8]1[CH:13]=[C:12]([N:14]2[CH2:19][CH2:18][S:17][CH2:16][CH2:15]2)[C:11]([C:20]([F:23])([F:22])[F:21])=[CH:10][C:9]=1[NH:24][C:25](=[O:41])[CH2:26][C:27]([C:29]1[CH:34]=[CH:33][CH:32]=[C:31]([C:35]2[O:39][N:38]=[C:37]([CH3:40])[CH:36]=2)[CH:30]=1)=O)(C)(C)C.C(O)(C(F)(F)F)=O>C(Cl)Cl>[CH3:40][C:37]1[CH:36]=[C:35]([C:31]2[CH:30]=[C:29]([C:27]3[CH2:26][C:25](=[O:41])[NH:24][C:9]4[CH:10]=[C:11]([C:20]([F:22])([F:23])[F:21])[C:12]([N:14]5[CH2:15][CH2:16][S:17][CH2:18][CH2:19]5)=[CH:13][C:8]=4[N:7]=3)[CH:34]=[CH:33][CH:32]=2)[O:39][N:38]=1. Reactants: C(C1=CC=CC=C1)OC=1C=CC=C2C=C(N(C12)C)C(=O)OC (methyl 7-benzyloxy-1-methyl-2-indolecarboxylate), O1CCCC1 (tetrahydrofuran). The reagents and catalysts are [Pd] (palladium/carbon). The solvent is CO (methanol). The product is OC=1C=CC=C2C=C(N(C12)C)C(=O)OC (methyl 7-hydroxy-1-methyl-2-indolecarboxylate). Yield: 101.6%. Reaction SMILES: O1CCCC1.C([O:13][C:14]1[CH:15]=[CH:16][CH:17]=[C:18]2[C:22]=1[N:21]([CH3:23])[C:20]([C:24]([O:26][CH3:27])=[O:25])=[CH:19]2)C1C=CC=CC=1>[Pd].CO>[OH:13][C:14]1[CH:15]=[CH:16][CH:17]=[C:18]2[C:22]=1[N:21]([CH3:23])[C:20]([C:24]([O:26][CH3:27])=[O:25])=[CH:19]2. Procedure: In a solvent mixture of 50 ml of tetrahydrofuran and 50 ml of methanol was dissolved 2.31 g (7.82 mmol) of methyl 7-benzyloxy-1-methyl-2-indolecarboxylate. After 0.5 g of 10% palladium/carbon was added to the solution, catalytic hydrogenation was performed at ambient temperature under normal pressure. After completion of the reaction, the catalyst was filtered off and the filtrate was concentrated under reduced pressure. The resulting residue was purified by silica gel column chromatography to g... The reactants are COc1cc(F)c(C#N)c(F)c1, [H-], [Na+], C1CCOC1, O, OC1CCOC1. Yields the product COc1cc(F)c(C#N)c(OC2CCOC2)c1. Reaction SMILES: [F:9][c:10]1[c:11]([C:12]#[N:13])[c:14]([F:20])[cH:15][c:16]([O:18][CH3:19])[cH:17]1.[H-:1].[Na+:2].[O:22]1[CH2:23][CH2:24][CH2:25][CH2:26]1.[OH2:21].[OH:3][CH:4]1[CH2:5][O:6][CH2:7][CH2:8]1>>[O:3]([CH:4]1[CH2:5][O:6][CH2:7][CH2:8]1)[c:14]1[c:11]([C:12]#[N:13])[c:10]([F:9])[cH:17][c:16]([O:18][CH3:19])[cH:15]1. The reactants are ClC=1C=C(C=CC1F)NC1=C(C=NC2=CC=C(C=C12)NC(C#CCOC)=O)C#N (N-[4[(3-chloro-4-fluorophenyl)amino]-3-cyano-6-quinolinyl]-4-methoxy-2-butynamide). Reagents/catalysts: [Pd].CC(=O)[O-].CC(=O)[O-].[Pb+2] (Lindlar catalyst). Run in CO (methanol). Conditions: time 5.5 hour. Yields the product ClC=1C=C(C=CC1F)NC1=C(C=NC2=CC=C(C=C12)NC(\C=C/COC)=O)C#N (N-[4-[(3-Chloro-4-fluorophenyl)amino]-3-cyano-6-quinolinyl]-4-methoxy-(Z)-2-butenamide). Isolated yield 0.7%. As a reaction SMILES: [Cl:1][C:2]1[CH:3]=[C:4]([NH:9][C:10]2[C:19]3[C:14](=[CH:15][CH:16]=[C:17]([NH:20][C:21](=[O:27])[C:22]#[C:23][CH2:24][O:25][CH3:26])[CH:18]=3)[N:13]=[CH:12][C:11]=2[C:28]#[N:29])[CH:5]=[CH:6][C:7]=1[F:8]>[Pd].CC([O-])=O.CC([O-])=O.[Pb+2].CO>[Cl:1][C:2]1[CH:3]=[C:4]([NH:9][C:10]2[C:19]3[C:14](=[CH:15][CH:16]=[C:17]([NH:20][C:21](=[O:27])/[CH:22]=[CH:23]\[CH2:24][O:25][CH3:26])[CH:18]=3)[N:13]=[CH:12][C:11]=2[C:28]#[N:29])[CH:5]=[CH:6][C:7]=1[F:8] |f:1.2.3.4|. Reported procedure: A mixture of 0.05 g (0.1 18 mmol) N-[4[(3-chloro-4-fluorophenyl)amino]-3-cyano-6-quinolinyl]-4-methoxy-2-butynamide and 6 mg of Lindlar catalyst in 15 mL of methanol was hydrogenated at room temperature for 5.5 hrs. The mixture was filtered through a pad of Celite. The solvent was removed to give 0.05 g (99.7%) yellow solid; HRMS m/z 410.0928 (M+.). Procedure: A mixture of tert-butyl 4-((benzyloxy)methoxy)-4-(3,3-difluoro-2-methylpropyl)piperidine-1-carboxylate (0.33 g) and 5 M HCl in MeOH (4 mL) was stirred in methanol (15 mL) for 3 hrs. The solvent was then removed under vacuum to obtain crude product (4-(3,3-difluoro-2-methylpropyl)piperidin-4-ol (0.11 g). LC-MS: m/z 194.2 (M+H)+ Yield: 71.3%. Yields the product FC(C(CC1(CCNCC1)O)C)F (4-(3,3-difluoro-2-methylpropyl)piperidin-4-ol). Reactants: C(C1=CC=CC=C1)OCOC1(CCN(CC1)C(=O)OC(C)(C)C)CC(C(F)F)C (tert-butyl 4-((benzyloxy)methoxy)-4-(3,3-difluoro-2-methylpropyl)piperidine-1-carboxylate), Cl (HCl). RXN SMILES: C(OC[O:10][C:11]1([CH2:24][CH:25]([CH3:29])[CH:26]([F:28])[F:27])[CH2:16][CH2:15][N:14](C(OC(C)(C)C)=O)[CH2:13][CH2:12]1)C1C=CC=CC=1.Cl>CO>[F:28][CH:26]([F:27])[CH:25]([CH3:29])[CH2:24][C:11]1([OH:10])[CH2:12][CH2:13][NH:14][CH2:15][CH2:16]1. Solvent: CO (MeOH), CO (methanol). Starting materials: CC=1C=C(C(=O)NCCC(=O)OC)C=CC1C(CCC)NC=1C=NC(=CC1)N1N=CC(=C1)C(F)(F)F (methyl 3-(3-methyl-4-(1-(6-(4-(trifluoromethyl)-1H-pyrazol-1-yl)pyridin-3-ylamino)butyl)benzamido)propanoate), C(=O)=O.C(C)O (CO2 ethanol). Yields the product CC=1C=C(C(=O)NCCC(=O)O)C=CC1C(CCC)NC=1C=NC(=CC1)N1N=CC(=C1)C(F)(F)F (3-(3-methyl-4-(1-(6-(4-(trifluoromethyl)-1H-pyrazol-1-yl)pyridin-3-ylamino)butyl)benzamido)propanoic acid). RXN SMILES: [CH3:1][C:2]1[CH:3]=[C:4]([CH:14]=[CH:15][C:16]=1[CH:17]([NH:21][C:22]1[CH:23]=[N:24][C:25]([N:28]2[CH:32]=[C:31]([C:33]([F:36])([F:35])[F:34])[CH:30]=[N:29]2)=[CH:26][CH:27]=1)[CH2:18][CH2:19][CH3:20])[C:5]([NH:7][CH2:8][CH2:9][C:10]([O:12]C)=[O:11])=[O:6].C(=O)=O.C(O)C>>[CH3:1][C:2]1[CH:3]=[C:4]([CH:14]=[CH:15][C:16]=1[CH:17]([NH:21][C:22]1[CH:23]=[N:24][C:25]([N:28]2[CH:32]=[C:31]([C:33]([F:35])([F:36])[F:34])[CH:30]=[N:29]2)=[CH:26][CH:27]=1)[CH2:18][CH2:19][CH3:20])[C:5]([NH:7][CH2:8][CH2:9][C:10]([OH:12])=[O:11])=[O:6] |f:1.2|. Reported procedure: The title compound was prepared by a method analogous to that described in Step C of Example 109, using Isomer 1 of methyl 3-(3-methyl-4-(1-(6-(4-(trifluoromethyl)-1H-pyrazol-1-yl)pyridin-3-ylamino)butyl)benzamido)propanoate. 1H NMR (400 MHz, CD3OD, δ): 8.65 (s, 1H), 7.86 (s, 1H), 7.63 (d, J=2.8 Hz, 2H), 7.53-7.58 (m, 2H), 7.40 (d, J=8.0 Hz, 1H), 6.92 (dd, J=8.8, 2.8 Hz, 1H), 4.60-4.64 (m, 1H), 3.58 (t, J=6.4 Hz, 2H), 2.59 (t, J=7.0 Hz, 2H), 2.52 (s, 3H), 1.70-1.79 (m, 2H), 1.61-1.67 (m, 1H), 1.... Starting materials: IC (Iodomethane), BrC1=CC(=C(C(=C1C1=C(C=C(C=C1)F)F)F)O)C=O (6-bromo-2,2′,4′-trifluoro-3-hydroxybiphenyl-4-carbaldehyde), C([O-])([O-])=O.[K+].[K+] (potassium carbonate), CN(C)C=O (DMF), resultant mixture. The solvent is O (Water). The product is BrC1=CC(=C(C(=C1C1=C(C=C(C=C1)F)F)F)OC)C=O (6-Bromo-2,2′,4′-trifluoro-3-methoxybiphenyl-4-carbaldehyde). Yield: 93.2%. Reaction SMILES: IC.[Br:3][C:4]1[C:9]([C:10]2[CH:15]=[CH:14][C:13]([F:16])=[CH:12][C:11]=2[F:17])=[C:8]([F:18])[C:7]([OH:19])=[C:6]([CH:20]=[O:21])[CH:5]=1.[C:22](=O)([O-])[O-].[K+].[K+].CN(C=O)C>O>[Br:3][C:4]1[C:9]([C:10]2[CH:15]=[CH:14][C:13]([F:16])=[CH:12][C:11]=2[F:17])=[C:8]([F:18])[C:7]([O:19][CH3:22])=[C:6]([CH:20]=[O:21])[CH:5]=1 |f:2.3.4|. Procedure: Iodomethane (0.907 g) was added at room temperature to a mixture of 6-bromo-2,2′,4′-trifluoro-3-hydroxybiphenyl-4-carbaldehyde (1.41 g), potassium carbonate (1.18 g), and DMF (20 mL), and the resultant mixture was stirred at 60° C. for 3 hours in a nitrogen atmosphere. Water was added to the reaction mixture at room temperature, followed by extraction with ethyl acetate. The obtained organic layer was washed with water and saturated saline in this order and dried over anhydrous magnesium sulfate...